From a dataset of the Open Reaction Database (ORD), a public repository of structured organic reaction records. describe an organic reaction: reactants, conditions, products, and yield Reactants: C(C)OC=1C=C(C=CC1)C(C(C)=O)(C)C (3-(3-ethoxy-phenyl)-3-methyl-butan-2-one), IN1C(CCC1=O)=O (N-iodosuccinimide), FC(C(=O)O)(F)F (trifluoroacetic acid). Solvent: C(C)#N (acetonitrile), C(C)(=O)OCC (ethyl acetate), CCCCCC (hexane). Conditions: time 1 hour. Product: C(C)OC=1C=C(C=CC1I)C(C(C)=O)(C)C (3-(3-ethoxy-4-iodo-phenyl)-3-methyl-butan-2-one). Isolated yield 80.6%. RXN SMILES: [CH2:1]([O:3][C:4]1[CH:5]=[C:6]([C:10]([CH3:15])([CH3:14])[C:11](=[O:13])[CH3:12])[CH:7]=[CH:8][CH:9]=1)[CH3:2].[I:16]N1C(=O)CCC1=O.FC(F)(F)C(O)=O>C(#N)C.C(OCC)(=O)C.CCCCCC>[CH2:1]([O:3][C:4]1[CH:5]=[C:6]([C:10]([CH3:14])([CH3:15])[C:11](=[O:13])[CH3:12])[CH:7]=[CH:8][C:9]=1[I:16])[CH3:2]. Reported procedure: To a solution of 3-(3-ethoxy-phenyl)-3-methyl-butan-2-one (3.720 g, 18.03 mmol) in acetonitrile (40 mL) was added N-iodosuccinimide (5.679 g, 25.24 mmol) and trifluoroacetic acid (0.7 mL, 9.02 mmol) with stirring under argon. The reaction mixture was stirred at room temperature for 10 min then at 50° C. for 1 h. Upon cooling to room temperature, it was diluted with 10% ethyl acetate in hexane and filtered through a bed of Celite and silica gel. The filtrate was washed with water (1×), saturated ... Starting materials: ClCCl, CCCCCCCCC=CCCCCCCCC(=O)OCC(O)CO, ClC(c1ccccc1)(c1ccccc1)c1ccccc1, c1ccncc1. Yields the product CCCCCCCCC=CCCCCCCCC(=O)OCC(O)COC(c1ccccc1)(c1ccccc1)c1ccccc1. Reaction SMILES: [Cl:52][CH2:53][Cl:54].[OH:1][CH:2]([CH2:3][O:4][C:5]([CH2:6][CH2:7][CH2:8][CH2:9][CH2:10][CH2:11][CH2:12][CH:13]=[CH:14][CH2:15][CH2:16][CH2:17][CH2:18][CH2:19][CH2:20][CH2:21][CH3:22])=[O:23])[CH2:24][OH:25].[c:26]1([C:32]([c:33]2[cH:34][cH:35][cH:36][cH:37][cH:38]2)([c:39]2[cH:40][cH:41][cH:42][cH:43][cH:44]2)[Cl:45])[cH:27][cH:28][cH:29][cH:30][cH:31]1.[n:46]1[cH:47][cH:48][cH:49][cH:50][cH:51]1>>[OH:1][CH:2]([CH2:3][O:4][C:5]([CH2:6][CH2:7][CH2:8][CH2:9][CH2:10][CH2:11][CH2:12][CH:13]=[CH:14][CH2:15][CH2:16][CH2:17][CH2:18][CH2:19][CH2:20][CH2:21][CH3:22])=[O:23])[CH2:24][O:25][C:32]([c:26]1[cH:27][cH:28][cH:29][cH:30][cH:31]1)([c:33]1[cH:34][cH:35][cH:36][cH:37][cH:38]1)[c:39]1[cH:40][cH:41][cH:42][cH:43][cH:44]1. The reactants are NC=1C=C(C(=O)NC2=CC(=C(C=C2)C)C)C=CC1OC (3-Amino -4-methoxy-N-(3,4-dimethylphenyl)-benzamide), CC=1C=C(C=CC1)N=C=S (3-methylphenyl isothiocyanate). Solvent: C(C)(=O)OCC (ethyl acetate). The product is CC=1C=C(C=CC1C)NC(C1=CC(=C(C=C1)OC)NC(=S)NC=1C=C(C=CC1)C)=O (N-(3,4-Dimethylphenyl)-4-methoxy-3-(3-m-tolyl-thioureido)-benzamide). Isolated yield 52.4%. Reaction SMILES: [NH2:1][C:2]1[CH:3]=[C:4]([CH:16]=[CH:17][C:18]=1[O:19][CH3:20])[C:5]([NH:7][C:8]1[CH:13]=[CH:12][C:11]([CH3:14])=[C:10]([CH3:15])[CH:9]=1)=[O:6].[CH3:21][C:22]1[CH:23]=[C:24]([N:28]=[C:29]=[S:30])[CH:25]=[CH:26][CH:27]=1>C(OCC)(=O)C>[CH3:15][C:10]1[CH:9]=[C:8]([NH:7][C:5](=[O:6])[C:4]2[CH:16]=[CH:17][C:18]([O:19][CH3:20])=[C:2]([NH:1][C:29]([NH:28][C:24]3[CH:23]=[C:22]([CH3:21])[CH:27]=[CH:26][CH:25]=3)=[S:30])[CH:3]=2)[CH:13]=[CH:12][C:11]=1[CH3:14]. Procedure: A solution of 3-amino-N-(3,4-dimethylphenyl)-4-methoxy-benzamide from Example 6 (0.541 g, 2.00 mmol) and 3-methylphenyl isothiocyanate (0.28 mL, 2.07 mmol) in ethyl acetate (35 mL) was boiled until nearly all the solvent had evaporated. Filtration after 2 days at room temperature afforded the product (0.44 g) in two crops; m.p. 155-160° C. Yield: 23.8%. The reactants are ClC=1C(=NC=CC1)NN (3-chloro-2-hydrazinylpyridine), C(CCCC)O (1-pentanol), C(CCCC)O (1-pentanol), C(\C=C/C(=O)[O-])(=O)OCCCCC (pentyl maleate). Product: ClC=1C(=NC=CC1)N1NC(CC1C(=O)OCCCCC)=O (pentyl 2-(3-chloropyridin-2-yl)-5-oxopyrazolidine-3-carboxylate). Run at temperature 75 celsius. As a reaction SMILES: [Cl:1][C:2]1[C:3]([NH:8][NH2:9])=[N:4][CH:5]=[CH:6][CH:7]=1.C(O)CCCC.[C:16]([O:23][CH2:24][CH2:25][CH2:26][CH2:27][CH3:28])(=[O:22])/[CH:17]=[CH:18]\[C:19]([O-])=[O:20]>C(O)(=O)C>[Cl:1][C:2]1[C:3]([N:8]2[CH:17]([C:16]([O:23][CH2:24][CH2:25][CH2:26][CH2:27][CH3:28])=[O:22])[CH2:18][C:19](=[O:20])[NH:9]2)=[N:4][CH:5]=[CH:6][CH:7]=1. Procedure details: 0.75 g of sodium hydroxide was added to a mixed solution comprising 15 ml of 1-pentanol and 30 ml of toluene, followed by dehydration using an azeotropic dehydrator under reflux with heating, and then toluene was distilled off. Further, 20 ml of toluene was added to the reaction system and then toluene was distilled off with heating again, to obtain a 1-pentanol solution of sodium pentaoxide. 2.5 g of 3-chloro-2-hydrazinylpyridine was added to the reaction liquid at from 70 to 80° C. little by l... The solvent is C(C)(=O)O (acetic acid). Reactants: O (water), C(C)(C)(C)C1=C(C(=CC2=C1CC(O2)(C)CO)C(C)(C)C)O (4,6-di-t-butyl-5-hydroxy-2-hydroxymethyl-2-methyl-2,3-dihydrobenzofuran), 2,6-luthidine, FC(S(=O)(=O)O[Si](C)(C)C)(F)F (trimethylsilyl trifluoromethanesulfonate). Run in ClCCl (dichloromethane). Conditions: time 30 minute. The product is C(C)(C)(C)C1=C(C(=CC2=C1CC(O2)(C)CO)C(C)(C)C)O[Si](C)(C)C (4,6-di-t-butyl-2-hydroxymethyl-2-methyl-5-trimethylsilyloxy-2,3-dihydrobenzofuran). Yield: 84.0%. RXN SMILES: [C:1]([C:5]1[C:10]2[CH2:11][C:12]([CH2:15][OH:16])([CH3:14])[O:13][C:9]=2[CH:8]=[C:7]([C:17]([CH3:20])([CH3:19])[CH3:18])[C:6]=1[OH:21])([CH3:4])([CH3:3])[CH3:2].FC(F)(F)S(O[Si:28]([CH3:31])([CH3:30])[CH3:29])(=O)=O.O>ClCCl>[C:1]([C:5]1[C:10]2[CH2:11][C:12]([CH2:15][OH:16])([CH3:14])[O:13][C:9]=2[CH:8]=[C:7]([C:17]([CH3:20])([CH3:19])[CH3:18])[C:6]=1[O:21][Si:28]([CH3:31])([CH3:30])[CH3:29])([CH3:4])([CH3:2])[CH3:3]. Reported procedure: A solution of 0.59 g of 4,6-di-t-butyl-5-hydroxy-2-hydroxymethyl-2-methyl-2,3-dihydrobenzofuran synthesized in Example 48 and 1.17 ml of 2,6-luthidine in 5 ml of dichloromethane was cooled to 0° C. under nitrogen, combined with 1.25 ml of trimethylsilyl trifluoromethanesulfonate and stirred. After 30 minutes, the reaction solution was poured into water and extracted with ether, and the combined organic layers were concentrated. The residue was dissolved in 10 ml of THF, 5% hydrochloric acid was ...